describe an organic reaction: reactants, conditions, products, and yield From a dataset of the Open Reaction Database (ORD), a public repository of structured organic reaction records. Reactants: N1CCCCC1 (Piperidine), FC1=C(C=C(C(=C1)OC)OC)S(=O)(=O)Cl (2-fluoro-4,5-dimethoxy-benzenesulfonyl chloride), O (water). Run in ClCCl (dichloromethane), ClCCl (dichloromethane). Conditions: time 8 hour. Product: FC1=C(C=C(C(=C1)OC)OC)S(=O)(=O)N1CCCCC1 (1-(2-fluoro-4,5-dimethoxy-benzenesulfonyl)-piperidine). Reaction SMILES: [NH:1]1[CH2:6][CH2:5][CH2:4][CH2:3][CH2:2]1.[F:7][C:8]1[CH:13]=[C:12]([O:14][CH3:15])[C:11]([O:16][CH3:17])=[CH:10][C:9]=1[S:18](Cl)(=[O:20])=[O:19].O>ClCCl>[F:7][C:8]1[CH:13]=[C:12]([O:14][CH3:15])[C:11]([O:16][CH3:17])=[CH:10][C:9]=1[S:18]([N:1]1[CH2:6][CH2:5][CH2:4][CH2:3][CH2:2]1)(=[O:19])=[O:20]. Procedure details: Piperidine (4.15 ml, 42.02 mmol) was slowly added to a cooled (ice-bath) solution of 2-fluoro-4,5-dimethoxy-benzenesulfonyl chloride (5 g, 19.63 mmol) in dichloromethane (110 mL). The mixture was stirred overnight at room temperature, diluted with dichloromethane and poured into water. The aqueous phase was extracted with dichloromethane and the combined organic phases washed with brine, dried over magnesium sulfate and evaporated. The crude product was used without further purification.